This data is from the Open Reaction Database (ORD), a public repository of structured organic reaction records. The task is: describe an organic reaction: reactants, conditions, products, and yield Starting materials: COC(C1=CC(C(=O)OC)=CC(=C1)O)=O (dimethyl-5-hydroxyisophthalate), BrCCCCCCCCCCCCCC (1-bromotetradecane), C(=O)([O-])[O-].[K+].[K+] (K2CO3). Run in CC#N (CH3CN). Product: COC(C1=CC(C(=O)OC)=CC(=C1)OCCCCCCCCCCCCCC)=O (Dimethyl-5-tetradecyloxyisophthalate). Isolated yield 66.4%. RXN SMILES: [CH3:1][O:2][C:3](=[O:15])[C:4]1[CH:13]=[C:12]([OH:14])[CH:11]=[C:6]([C:7]([O:9][CH3:10])=[O:8])[CH:5]=1.Br[CH2:17][CH2:18][CH2:19][CH2:20][CH2:21][CH2:22][CH2:23][CH2:24][CH2:25][CH2:26][CH2:27][CH2:28][CH2:29][CH3:30].C([O-])([O-])=O.[K+].[K+]>CC#N>[CH3:10][O:9][C:7](=[O:8])[C:6]1[CH:11]=[C:12]([O:14][CH2:30][CH2:29][CH2:28][CH2:27][CH2:26][CH2:25][CH2:24][CH2:23][CH2:22][CH2:21][CH2:20][CH2:19][CH2:18][CH3:17])[CH:13]=[C:4]([C:3]([O:2][CH3:1])=[O:15])[CH:5]=1 |f:2.3.4|. Reported procedure: The product was generated using general protocol D using dimethyl-5-hydroxyisophthalate (1.037 g, 4.93 mmol), 1-bromotetradecane (1.34 mL, 4.48 mmol), K2CO3 (2.48 g, XXmol), CH3CN (50 mL) yielded 1.21 g (60.2%) of a white solid. 1H NMR (CDCl3, 400 MHz) δ: 8.2607 (s, 1H, Ar—H), 7.7396 (s, 2H, Ar—H), 4.0315 (t, 2H, O—CH2, 3J=6.62 Hz), 3.9374 (s, 6H, COOCH3), 1.8046 (p, 2H, O—CH2—CH23J=6.82 Hz), 1.4660 (p, 2H, O—CH2—CH2—CH2, 3J=6.86 Hz), 1.2582 (m, 22H), 0.8809 (t, 3H, CH2—CH3, 3J=6.69 Hz The reactants are C1(CCC1)O (cyclobutanol), CC1([C@@H]([C@@H]1\C=C/C(=O)O)C(=O)OC(C)(C)C)C (tert.-butyl(1R,cis)2,2-dimethyl-3-[Z-2-carboxyethenyl]-cyclopropane-carboxylate), C1(CCCCC1)N=C=NC1CCCCC1 (dicyclohexylcarbodiimide). Reagents/catalysts: CN(C1=CC=NC=C1)C (4-dimethylamino-pyridine). Solvent: C(Cl)Cl (methylene chloride), C(Cl)Cl (methylene chloride). Yields the product CC1([C@@H]([C@@H]1\C=C/C(=O)OC1CCC1)C(=O)OC(C)(C)C)C (tert.-butyl(1R,cis)2,2-dimethyl-3-[Z-2-(cyclobutoxycarbonyl)-ethenyl]cyclopropane-carboxylate). RXN SMILES: [CH:1]1([OH:5])[CH2:4][CH2:3][CH2:2]1.[CH3:6][C:7]1([CH3:22])[C@@H:9](/[CH:10]=[CH:11]\[C:12](O)=[O:13])[C@H:8]1[C:15]([O:17][C:18]([CH3:21])([CH3:20])[CH3:19])=[O:16].C1(N=C=NC2CCCCC2)CCCCC1>C(Cl)Cl.CN(C)C1C=CN=CC=1>[CH3:6][C:7]1([CH3:22])[C@@H:9](/[CH:10]=[CH:11]\[C:12]([O:5][CH:1]2[CH2:4][CH2:3][CH2:2]2)=[O:13])[C@H:8]1[C:15]([O:17][C:18]([CH3:21])([CH3:20])[CH3:19])=[O:16]. Procedure details: 1.7 ml of cyclobutanol were added to a solution of 4 g of tert.-butyl(1R,cis)2,2-dimethyl-3-[Z-2-carboxyethenyl]-cyclopropane-carboxylate in 20 ml of methylene chloride and 3.45 g of dicyclohexylcarbodiimide and a solution of 28 mg of 4-dimethylamino-pyridine in 20 ml of methylene chloride were added thereto at 0° to 5° C. with stirring. The mixture was stirred for 2 hours at 5° C. and 2 hours at room temperature and was then filtered. The filtrate was evaporated to dryness under reduced pressur... Starting materials: BrC1=NC(=CC=C1O)[N+](=O)[O-] (2-bromo-6-nitropyridin-3-ol), COCCl (chloromethyl methyl ether), C([O-])([O-])=O.[K+].[K+] (potassium carbonate). Run in CC(=O)C (acetone). Conditions: time 8 hour. Product: BrC1=NC(=CC=C1OCOC)[N+](=O)[O-] (2-bromo-3-(methoxymethoxy)-6-nitropyridine). Isolated yield 97.0%. Reaction SMILES: [CH3:1][O:2][CH2:3]Cl.C(=O)([O-])[O-].[K+].[K+].[Br:11][C:12]1[C:17]([OH:18])=[CH:16][CH:15]=[C:14]([N+:19]([O-:21])=[O:20])[N:13]=1>CC(C)=O>[Br:11][C:12]1[C:17]([O:18][CH2:1][O:2][CH3:3])=[CH:16][CH:15]=[C:14]([N+:19]([O-:21])=[O:20])[N:13]=1 |f:1.2.3|. Reported procedure: With cooling with ice, chloromethyl methyl ether (1.04 mL) and potassium carbonate (3.16 g) were added to an acetone (30 mL) solution of 2-bromo-6-nitropyridin-3-ol (1.0 g), and stirred overnight at room temperature. The reaction liquid was concentrated under reduced pressure, ethyl acetate was added to the residue and washed with water and saturated brine. The organic layer was dried with sodium sulfate, then filtered and concentrated under reduced pressure. The residue was purified through sil... The reactants are CC1(C)C2CCC1(CS(=O)(=O)O)C(=O)C2, CN1CCCOc2ccc(N)cc21, CC(C)O, CNC(=O)c1cccc(F)c1Nc1nc(Cl)ncc1Cl. The product is CNC(=O)c1cccc(F)c1Nc1nc(Nc2ccc3c(c2)N(C)CCCO3)ncc1Cl. Reaction SMILES: [C:34]12([CH2:35][S:36]([OH:37])(=[O:38])=[O:39])[C:40]([CH3:41])([CH3:42])[CH:43]([CH2:44][CH2:45]1)[CH2:46][C:47]2=[O:48].[CH3:1][N:2]1[CH2:3][CH2:4][CH2:5][O:6][c:7]2[c:8]1[cH:9][c:10]([NH2:13])[cH:11][cH:12]2.[CH:49]([OH:50])([CH3:51])[CH3:52].[Cl:14][c:15]1[n:16][cH:17][c:18]([Cl:33])[c:19]([NH:21][c:22]2[c:23]([C:24](=[O:25])[NH:26][CH3:27])[cH:28][cH:29][cH:30][c:31]2[F:32])[n:20]1>>[CH3:1][N:2]1[CH2:3][CH2:4][CH2:5][O:6][c:7]2[c:8]1[cH:9][c:10]([NH:13][c:15]1[n:16][cH:17][c:18]([Cl:33])[c:19]([NH:21][c:22]3[c:23]([C:24](=[O:25])[NH:26][CH3:27])[cH:28][cH:29][cH:30][c:31]3[F:32])[n:20]1)[cH:11][cH:12]2. Reactants: BrCC(=O)OCCCC (butyl bromoacetate), C1(CCCCC1)C(=O)C1=C(C=CC(=C1)Cl)NS(=O)(=O)C1=CC=C(C)C=C1 (5-chloro-2-tosylaminophenyl cyclohexyl ketone), C[O-].[Na+] (sodium methylate). Solvent: C(CCC)O (butanol). The product is ClC=1C=C2C(C(N(C2=CC1)S(=O)(=O)C1=CC=C(C)C=C1)C(=O)OCCCC)(O)C1CCCCC1 (Butyl 5-chloro-3-cyclohexyl-3-hydroxy-1-tosylindoline-2-carboxylate). As a reaction SMILES: Br[CH2:2][C:3]([O:5][CH2:6][CH2:7][CH2:8][CH3:9])=[O:4].[CH:10]1([C:16]([C:18]2[CH:23]=[C:22]([Cl:24])[CH:21]=[CH:20][C:19]=2[NH:25][S:26]([C:29]2[CH:35]=[CH:34][C:32]([CH3:33])=[CH:31][CH:30]=2)(=[O:28])=[O:27])=[O:17])[CH2:15][CH2:14][CH2:13][CH2:12][CH2:11]1.C[O-].[Na+]>C(O)CCC>[Cl:24][C:22]1[CH:23]=[C:18]2[C:19](=[CH:20][CH:21]=1)[N:25]([S:26]([C:29]1[CH:30]=[CH:31][C:32]([CH3:33])=[CH:34][CH:35]=1)(=[O:27])=[O:28])[CH:2]([C:3]([O:5][CH2:6][CH2:7][CH2:8][CH3:9])=[O:4])[C:16]2([CH:10]1[CH2:15][CH2:14][CH2:13][CH2:12][CH2:11]1)[OH:17] |f:2.3|. Procedure: This compound is prepared by the reaction of butyl bromoacetate with 5-chloro-2-tosylaminophenyl cyclohexyl ketone, followed by cyclization in the presence of sodium methylate in butanol. Starting materials: OC=1C(=CC=C2C=CC=NC12)C(=O)O (8-hydroxyquinoline-7-carboxylic acid), CCN=C=NCCCN(C)C.Cl (EDC.HCl), C=1C=CC2=C(C1)N=NN2O (HOBt), NCC#N (aminoacetonitrile), Cl (HCl), ice H2O. Solvent: O (H2O), CN(C=O)C (dimethylformamide), C(C)N(CC)CC (triethylamine). Conditions: time 2 day. The product is C(#N)CC1=NC2=C(C(=CC=C2C=C1)C(=O)N)O (cyanomethyl-8-hydroxy-7-quinolinecarboxamide). Reaction SMILES: [OH:1][C:2]1[C:3]([C:12]([OH:14])=O)=[CH:4][CH:5]=[C:6]2[C:11]=1[N:10]=[CH:9][CH:8]=[CH:7]2.[NH2:15][CH2:16][C:17]#N.Cl.CC[N:22]=C=NCCCN(C)C.Cl.C1C=CC2N(O)N=NC=2C=1>CN(C)C=O.O.C(N(CC)CC)C>[C:16]([CH2:17][C:9]1[CH:8]=[CH:7][C:6]2[C:11](=[C:2]([OH:1])[C:3]([C:12]([NH2:22])=[O:14])=[CH:4][CH:5]=2)[N:10]=1)#[N:15] |f:3.4|. Procedure details: 8-hydroxyquinoline-7-carboxylic acid (0.51 g), aminoacetonitrile.HCl (0.27 g), and triethylamine (0.38 mL) are dissolved in 10 mL dimethylformamide. EDC.HCl (0.54 g) and HOBt.H2O (0.38 g) are added and the reaction is stirred at room temperature for 2 days. The reaction is poured into 50 mL ice/H2O and stirred. Reactants: [Br-], C1CCOC1, CCOC(=O)CCCCCCC1CC1, [Mg+]C1CC1, [Cl-], I[Cu]I, [I-], CCOC(=O)CCCCCCI, [NH4+], [Na+], [OH-], O. Yields the product O=C(O)CCCCCCC1CC1. As a reaction SMILES: [Br-:2].[CH2:37]1[O:38][CH2:39][CH2:40][CH2:41]1.[CH:21]1([CH2:24][CH2:25][CH2:26][CH2:27][CH2:28][CH2:29][C:30](=[O:31])[O:32][CH2:33][CH3:34])[CH2:22][CH2:23]1.[CH:3]1([Mg+:4])[CH2:5][CH2:6]1.[Cl-:19].[Cu:42]([I:43])[I:44].[I-:1].[I:7][CH2:8][CH2:9][CH2:10][CH2:11][CH2:12][CH2:13][C:14]([O:15][CH2:16][CH3:17])=[O:18].[NH4+:20].[Na+:36].[OH-:35].[OH2:45]>>[CH:21]1([CH2:24][CH2:25][CH2:26][CH2:27][CH2:28][CH2:29][C:30](=[O:31])[OH:32])[CH2:22][CH2:23]1.